From a dataset of the Open Reaction Database (ORD), a public repository of structured organic reaction records. describe an organic reaction: reactants, conditions, products, and yield Starting materials: CN1CCN(c2cccc(N)c2)CC1, CC(C)O, O=C(NCCO)c1ccccc1Nc1nc(Cl)ncc1Cl, Cl. Product: CN1CCN(c2cccc(Nc3ncc(Cl)c(Nc4ccccc4C(=O)NCCO)n3)c2)CC1. RXN SMILES: [CH3:22][N:23]1[CH2:24][CH2:25][N:26]([c:29]2[cH:30][c:31]([NH2:32])[cH:33][cH:34][cH:35]2)[CH2:27][CH2:28]1.[CH:37]([OH:38])([CH3:39])[CH3:40].[Cl:1][c:2]1[n:3][cH:4][c:5]([Cl:21])[c:6]([NH:8][c:9]2[c:10]([C:11](=[O:12])[NH:13][CH2:14][CH2:15][OH:16])[cH:17][cH:18][cH:19][cH:20]2)[n:7]1.[ClH:36]>>[c:2]1([NH:32][c:31]2[cH:30][c:29]([N:26]3[CH2:25][CH2:24][N:23]([CH3:22])[CH2:28][CH2:27]3)[cH:35][cH:34][cH:33]2)[n:3][cH:4][c:5]([Cl:21])[c:6]([NH:8][c:9]2[c:10]([C:11](=[O:12])[NH:13][CH2:14][CH2:15][OH:16])[cH:17][cH:18][cH:19][cH:20]2)[n:7]1. Starting materials: CC(=O)OC(C)=O, O=Cc1cccc(C=O)c1, Cc1ccc2ccc(Cl)cc2n1. The product is O=Cc1cccc(C=Cc2ccc3ccc(Cl)cc3n2)c1. Reaction SMILES: [CH3:23][C:24]([O:25][C:26](=[O:27])[CH3:28])=[O:29].[CH:1]([c:2]1[cH:3][c:4]([CH:5]=[O:6])[cH:7][cH:8][cH:9]1)=[O:10].[Cl:11][c:12]1[cH:13][cH:14][c:15]2[cH:16][cH:17][c:18]([CH3:22])[n:19][c:20]2[cH:21]1>>[CH:1]([c:2]1[cH:3][c:4]([CH:5]=[CH:22][c:18]2[cH:17][cH:16][c:15]3[cH:14][cH:13][c:12]([Cl:11])[cH:21][c:20]3[n:19]2)[cH:7][cH:8][cH:9]1)=[O:10]. The reactants are Cc1ccccc1CC(NC(=O)C(CCC(=O)OC(C)(C)C)NC(=O)C(CC(=O)OC(C)(C)C)NC(=O)CCC(=O)OC(C)(C)C)C(=O)NC(C(=O)NC(CC(C)C)C(=O)NC(CC(F)(F)F)C(O)C(N)=O)C(C)(C)C, ClCCl. Product: Cc1ccccc1CC(NC(=O)C(CCC(=O)OC(C)(C)C)NC(=O)C(CC(=O)OC(C)(C)C)NC(=O)CCC(=O)OC(C)(C)C)C(=O)NC(C(=O)NC(CC(C)C)C(=O)NC(CC(F)(F)F)C(=O)C(N)=O)C(C)(C)C. As a reaction SMILES: [C:1]([CH3:2])([CH3:3])([CH3:4])[O:5][C:6](=[O:7])[CH2:8][CH2:9][C:10](=[O:11])[NH:12][CH:13]([CH2:14][C:15]([O:16][C:17]([CH3:18])([CH3:19])[CH3:20])=[O:21])[C:22](=[O:23])[NH:24][CH:25]([CH2:26][CH2:27][C:28]([O:29][C:30]([CH3:31])([CH3:32])[CH3:33])=[O:34])[C:35](=[O:36])[NH:37][CH:38]([CH2:39][c:40]1[c:41]([CH3:46])[cH:42][cH:43][cH:44][cH:45]1)[C:47](=[O:48])[NH:49][CH:50]([C:51]([CH3:52])([CH3:53])[CH3:54])[C:55](=[O:56])[NH:57][CH:58]([CH2:59][CH:60]([CH3:61])[CH3:62])[C:63](=[O:64])[NH:65][CH:66]([CH:67]([C:68](=[O:69])[NH2:70])[OH:71])[CH2:72][C:73]([F:74])([F:75])[F:76].[Cl:77][CH2:78][Cl:79]>>[C:1]([CH3:2])([CH3:3])([CH3:4])[O:5][C:6](=[O:7])[CH2:8][CH2:9][C:10](=[O:11])[NH:12][CH:13]([CH2:14][C:15]([O:16][C:17]([CH3:18])([CH3:19])[CH3:20])=[O:21])[C:22](=[O:23])[NH:24][CH:25]([CH2:26][CH2:27][C:28]([O:29][C:30]([CH3:31])([CH3:32])[CH3:33])=[O:34])[C:35](=[O:36])[NH:37][CH:38]([CH2:39][c:40]1[c:41]([CH3:46])[cH:42][cH:43][cH:44][cH:45]1)[C:47](=[O:48])[NH:49][CH:50]([C:51]([CH3:52])([CH3:53])[CH3:54])[C:55](=[O:56])[NH:57][CH:58]([CH2:59][CH:60]([CH3:61])[CH3:62])[C:63](=[O:64])[NH:65][CH:66]([C:67]([C:68](=[O:69])[NH2:70])=[O:71])[CH2:72][C:73]([F:74])([F:75])[F:76]. As a reaction SMILES: [Cl:1][C:2]1[CH:11]=[C:10]([Cl:12])[CH:9]=[C:8]2[C:3]=1[C:4](=O)[CH:5]=[C:6]([C:13](=[O:28])[C:14]1[CH:19]=[CH:18][CH:17]=[CH:16][C:15]=1[NH:20][C:21]([O:23][C:24]([CH3:27])([CH3:26])[CH3:25])=[O:22])[NH:7]2.[C:30]1([S:36]([N:39]=C=O)(=[O:38])=[O:37])[CH:35]=[CH:34][CH:33]=[CH:32][CH:31]=1>C(#N)C>[Cl:1][C:2]1[CH:11]=[C:10]([Cl:12])[CH:9]=[C:8]2[C:3]=1[C:4](=[N:39][S:36]([C:30]1[CH:35]=[CH:34][CH:33]=[CH:32][CH:31]=1)(=[O:38])=[O:37])[CH:5]=[C:6]([C:13](=[O:28])[C:14]1[CH:19]=[CH:18][CH:17]=[CH:16][C:15]=1[NH:20][C:21]([O:23][C:24]([CH3:25])([CH3:26])[CH3:27])=[O:22])[NH:7]2. Procedure details: Combine 5,7-dichloro-2-[2-(t-butoxycarbonylamino) benzoyl]-1,4-dihydroquinol-4-one (2 mmol) and benzenesulfonyl isocyanate (2.2 mmol) in acetonitrile (9 mL) and heat at reflux for 48 hours. Add methanol (5 mL) to quench the reaction. Evaporate in vacuo to obtain a residue. Chromatograph the residue on a column of silica gel to give the title compound. Product: ClC1=C2C(C=C(NC2=CC(=C1)Cl)C(C1=C(C=CC=C1)NC(=O)OC(C)(C)C)=O)=NS(=O)(=O)C1=CC=CC=C1 (5,7-Dichloro-2-[2-(t-butoxycarbonylamino)benzoyl]-4-[benzenesulfonylimino]-1,4-dihydroquinoline). Run in C(C)#N (acetonitrile). The reactants are ClC1=C2C(C=C(NC2=CC(=C1)Cl)C(C1=C(C=CC=C1)NC(=O)OC(C)(C)C)=O)=O (5,7-dichloro-2-[2-(t-butoxycarbonylamino) benzoyl]-1,4-dihydroquinol-4-one), C1(=CC=CC=C1)S(=O)(=O)N=C=O (benzenesulfonyl isocyanate).